Dataset: the Open Reaction Database (ORD), a public repository of structured organic reaction records. Task: describe an organic reaction: reactants, conditions, products, and yield Reactants: C[C@H]1C(=O)O[C@H](C(=O)O1)C (L-lactide), C[C@H]1C(=O)O[C@H](C(=O)O1)C (L-lactide), C1C(=O)OCC(=O)O1 (glycolide). The product is C[C@H]1C(=O)O[C@H](C(=O)O1)C.C1C(=O)OCC(=O)O1 (L-lactide glycolide). As a reaction SMILES: [CH3:1][C@@H:2]1[O:9][C:7](=[O:8])[C@H:6]([CH3:10])[O:5][C:3]1=[O:4].[CH2:11]1[O:18][C:16](=[O:17])[CH2:15][O:14][C:12]1=[O:13]>>[CH3:1][C@@H:2]1[O:9][C:7](=[O:8])[C@H:6]([CH3:10])[O:5][C:3]1=[O:4].[CH2:11]1[O:18][C:16](=[O:17])[CH2:15][O:14][C:12]1=[O:13] |f:2.3|. Procedure: L-lactide-glycolide copolymer pellets were prepared by carrying out the same procedures as described in Preparation Example 1 except that 216 g of L-lactide was replaced by 108 g of L-lactide and 108 g of glycolide. The copolymer obtained had an average molecular weight of 100,000. Starting materials: O=Cc1ccc2c(c1)c(Cl)nn2Cc1ccc(C(F)(F)F)cc1C(F)(F)F, O=C1CSC(N2CCOC(CO)C2)=N1. Product: O=C1N=C(N2CCOC(CO)C2)SC1=Cc1ccc2c(c1)c(Cl)nn2Cc1ccc(C(F)(F)F)cc1C(F)(F)F. Reaction SMILES: [F:1][C:2]([c:3]1[c:4]([CH2:5][n:6]2[n:7][c:8]([Cl:17])[c:9]3[cH:10][c:11]([CH:15]=[O:16])[cH:12][cH:13][c:14]23)[cH:18][cH:19][c:20]([C:22]([F:23])([F:24])[F:25])[cH:21]1)([F:26])[F:27].[OH:28][CH2:29][CH:30]1[O:31][CH2:32][CH2:33][N:34]([C:36]2=[N:40][C:39](=[O:41])[CH2:38][S:37]2)[CH2:35]1>>[F:1][C:2]([c:3]1[c:4]([CH2:5][n:6]2[n:7][c:8]([Cl:17])[c:9]3[cH:10][c:11]([CH:15]=[C:38]4[S:37][C:36]([N:34]5[CH2:33][CH2:32][O:31][CH:30]([CH2:29][OH:28])[CH2:35]5)=[N:40][C:39]4=[O:41])[cH:12][cH:13][c:14]23)[cH:18][cH:19][c:20]([C:22]([F:23])([F:24])[F:25])[cH:21]1)([F:26])[F:27]. Starting materials: solid, Cl.Cl.Cl.O1COC2=C1C=CC=C2N2CCN(CC2)CC[C@@H]2CC[C@H](CC2)N (Trans-4-[2-(4-Benzo[1,3]dioxol-4-yl-piperazin-1-yl)-ethyl]-cyclohexylamine trihydrochloride), Cl.Cl.Cl.O1COC2=C1C=CC=C2N2CCN(CC2)CC[C@@H]2CC[C@H](CC2)N (Trans-4-[2-(4-Benzo[1,3]dioxol-4-yl-piperazin-1-yl)-ethyl]-cyclohexylamine trihydrochloride), CC(CC(=O)O)C (3-methylbutanoic acid). Yields the product O1COC2=C1C=CC=C2N2CCN(CC2)CC[C@@H]2CC[C@H](CC2)NC(CC(C)C)=O (Trans-N-{4-[2-(4-Benzo[1,3]dioxol-4-yl-piperazin-1-yl)-ethyl]-cyclohexyl}-3-methyl-butyramide). RXN SMILES: Cl.Cl.Cl.[O:4]1[C:8]2[CH:9]=[CH:10][CH:11]=[C:12]([N:13]3[CH2:18][CH2:17][N:16]([CH2:19][CH2:20][C@H:21]4[CH2:26][CH2:25][C@H:24]([NH2:27])[CH2:23][CH2:22]4)[CH2:15][CH2:14]3)[C:7]=2[O:6][CH2:5]1.[CH3:28][CH:29]([CH3:34])[CH2:30][C:31](O)=[O:32]>>[O:4]1[C:8]2[CH:9]=[CH:10][CH:11]=[C:12]([N:13]3[CH2:18][CH2:17][N:16]([CH2:19][CH2:20][C@H:21]4[CH2:26][CH2:25][C@H:24]([NH:27][C:31](=[O:32])[CH2:30][CH:29]([CH3:34])[CH3:28])[CH2:23][CH2:22]4)[CH2:15][CH2:14]3)[C:7]=2[O:6][CH2:5]1 |f:0.1.2.3|. Procedure details: The title compound, white solid (8.2 mg, 28%), MS (ISP) m/z=416.5 [(M+H)+], was prepared in accordance with the general method of example 1 from Trans-4-[2-(4-Benzo[1,3]dioxol-4-yl-piperazin-1-yl)-ethyl]-cyclohexylamine hydrochloride (Intermediate A) (25.8 mg, 0.070 mmol) and 3-methylbutanoic acid. Reactants: CN(C)CC(=O)N1CCc2ccc(N)cc21, Cc1ccc(S(=O)(=O)n2ccc3c2nc(Cl)n2c(=O)c4c(F)cccc4nc32)cc1, Cl, C1CCOC1. The product is Cc1ccc(S(=O)(=O)n2ccc3c2nc(Nc2ccc4c(c2)N(C(=O)CN(C)C)CC4)n2c(=O)c4c(F)cccc4nc32)cc1. RXN SMILES: [CH3:32][N:33]([CH3:34])[CH2:35][C:36](=[O:37])[N:38]1[CH2:39][CH2:40][c:41]2[cH:42][cH:43][c:44]([NH2:47])[cH:45][c:46]21.[Cl:2][c:3]1[n:4][c:5]2[c:6]([c:7]3[n:8][c:9]4[cH:10][cH:11][cH:12][c:13]([F:18])[c:14]4[c:15](=[O:17])[n:16]13)[cH:19][cH:20][n:21]2[S:22](=[O:23])(=[O:24])[c:25]1[cH:26][cH:27][c:28]([CH3:31])[cH:29][cH:30]1.[ClH:1].[O:48]1[CH2:49][CH2:50][CH2:51][CH2:52]1>>[c:3]1([NH:47][c:44]2[cH:43][cH:42][c:41]3[c:46]([cH:45]2)[N:38]([C:36]([CH2:35][N:33]([CH3:32])[CH3:34])=[O:37])[CH2:39][CH2:40]3)[n:4][c:5]2[c:6]([c:7]3[n:8][c:9]4[cH:10][cH:11][cH:12][c:13]([F:18])[c:14]4[c:15](=[O:17])[n:16]13)[cH:19][cH:20][n:21]2[S:22](=[O:23])(=[O:24])[c:25]1[cH:26][cH:27][c:28]([CH3:31])[cH:29][cH:30]1.